This data is from the Open Reaction Database (ORD), a public repository of structured organic reaction records. The task is: describe an organic reaction: reactants, conditions, products, and yield Reactants: C(C)C=1C=NC=CC1C (3-ethyl-4-methylpyridine), C(CC1=CC=CC=C1)Br (phenethyl bromide). The product is C1(=CC=CC=C1)CCCC1=C(C=NC=C1)CC (1-phenyl-3-(3-ethyl-4-pyridyl)-propane). Yield: 92.6%. Reaction SMILES: [CH2:1]([C:3]1[CH:4]=[N:5][CH:6]=[CH:7][C:8]=1[CH3:9])[CH3:2].[CH2:10](Br)[CH2:11][C:12]1[CH:17]=[CH:16][CH:15]=[CH:14][CH:13]=1>>[C:12]1([CH2:11][CH2:10][CH2:9][C:8]2[CH:7]=[CH:6][N:5]=[CH:4][C:3]=2[CH2:1][CH3:2])[CH:17]=[CH:16][CH:15]=[CH:14][CH:13]=1. Reported procedure: 1.13 g (9.35 mmol) of 3-ethyl-4-methylpyridine and 1.73 g (9.35 mmol) of phenethyl bromide were reacted in the same manner as in Example 1. The reaction product was purified to obtain 1.95 g of the desired compound (yield: 92.8%). The resulting compound was identified as 1-phenyl-3-(3-ethyl-4-pyridyl)-propane (hereinafter referred to as compound by the following analytical results. Reaction SMILES: [C:1]([CH3:2])([CH3:3])([CH3:4])[Si:5]([O:6][CH2:7][CH:8]([CH2:9][CH2:10][C:11]([F:12])([F:13])[F:14])[NH2:15])([CH3:16])[CH3:17].[CH2:18]([O:19][CH:21]([OH:20])[C:22]([F:23])([F:24])[F:25])[CH3:26].[OH2:27].[cH:28]1[cH:29][cH:30][cH:31][cH:32][cH:33]1>>[C:1]([CH3:2])([CH3:3])([CH3:4])[Si:5]([O:6][CH2:7][CH:8]([CH2:9][CH2:10][C:11]([F:12])([F:13])[F:14])[N:15]=[CH:21][C:22]([F:23])([F:24])[F:25])([CH3:16])[CH3:17]. Starting materials: CC(C)(C)[Si](C)(C)OCC(N)CCC(F)(F)F, CCOC(O)C(F)(F)F, O, c1ccccc1. Yields the product CC(C)(C)[Si](C)(C)OCC(CCC(F)(F)F)N=CC(F)(F)F.